This data is from the Open Reaction Database (ORD), a public repository of structured organic reaction records. The task is: describe an organic reaction: reactants, conditions, products, and yield The reactants are [OH-].[Na+] (NaOH), [N+](=O)([O-])C=1C=CC(=C(C(=O)N)C1)SSC1=C(C(=O)N)C=C(C=C1)[N+](=O)[O-] (2,2'-Dithiobis(5-nitrobenzamide)), reduced iron, C(C)(=O)O (acetic acid). Solvent: O (water). Yields the product NC=1C=CC(=C(C(=O)N)C1)SSC1=C(C(=O)N)C=C(C=C1)N (2,2'-Dithiobis(5-aminobenzamide)). As a reaction SMILES: [N+:1]([C:4]1[CH:5]=[CH:6][C:7]([S:13][S:14][C:15]2[CH:23]=[CH:22][C:21]([N+:24]([O-])=O)=[CH:20][C:16]=2[C:17]([NH2:19])=[O:18])=[C:8]([CH:12]=1)[C:9]([NH2:11])=[O:10])([O-])=O.C(O)(=O)C.[OH-].[Na+]>O>[NH2:24][C:21]1[CH:22]=[CH:23][C:15]([S:14][S:13][C:7]2[CH:6]=[CH:5][C:4]([NH2:1])=[CH:12][C:8]=2[C:9]([NH2:11])=[O:10])=[C:16]([CH:20]=1)[C:17]([NH2:19])=[O:18] |f:2.3|. Procedure details: 2,2'-Dithiobis(5-nitrobenzamide) (2.6 g, 7.0 mmol) was added portion-wise to a refluxing slurry of reduced iron (8.7 g) in 65 mL of water containing 0.1 mL of acetic acid. The resulting slurry was heated at reflux for 2.0 hours, then cooled to room temperature. The slurry was made strongly basic (pH 11) by the addition of 14 mL of 1N NaOH. The alkaline mixture was filtered, and acetic acid was added to the solution to adjust the pH to 7.0. While bubbling oxygen into the solution, a pH=6-7 was ma...